From a dataset of the Open Reaction Database (ORD), a public repository of structured organic reaction records. describe an organic reaction: reactants, conditions, products, and yield Reactants: O=C1CN(Cc2ccccc2)CCC1Cc1ccccc1, C1CCOC1. Product: OC1CN(Cc2ccccc2)CCC1Cc1ccccc1. RXN SMILES: [CH2:1]([c:2]1[cH:3][cH:4][cH:5][cH:6][cH:7]1)[N:8]1[CH2:9][C:10](=[O:21])[CH:11]([CH2:14][c:15]2[cH:16][cH:17][cH:18][cH:19][cH:20]2)[CH2:12][CH2:13]1.[CH2:22]1[O:23][CH2:24][CH2:25][CH2:26]1>>[CH2:1]([c:2]1[cH:3][cH:4][cH:5][cH:6][cH:7]1)[N:8]1[CH2:9][CH:10]([OH:21])[CH:11]([CH2:14][c:15]2[cH:16][cH:17][cH:18][cH:19][cH:20]2)[CH2:12][CH2:13]1. The reactants are CC=1C(=NC=C(C1)C)CNCC1=C(C=C(C#N)C=C1)CO (4-{[(3,5-dimethyl-pyridin-2-ylmethyl)-amino]-methyl}-3-hydroxymethyl-benzonitrile), FC1=CC=C(C=C1)C(C)(C)C=1C(=NC=CC1)C=O (3-[1-(4-fluoro-phenyl)-1-methyl-ethyl]-pyridine-2-carbaldehyde), [BH-](OC(=O)C)(OC(=O)C)OC(=O)C.[Na+] (NaBH(OAc)3). Run in C(Cl)Cl (CH2Cl2). Product: CC=1C(=NC=C(C1)C)CN(CC1=NC=CC=C1C(C)(C)C1=CC=C(C=C1)F)CC1=C(C=C(C(=O)N)C=C1)CO (4-[((3,5-dimethyl-pyridin-2-ylmethyl)-{3-[1-(4-fluoro-phenyl)-1-methyl-ethyl]-pyridin-2-ylmethyl}-amino)-methyl]-3-hydroxymethyl-benzamide). RXN SMILES: [CH3:1][C:2]1[C:3]([CH2:9][NH:10][CH2:11][C:12]2[CH:19]=[CH:18][C:15]([C:16]#[N:17])=[CH:14][C:13]=2[CH2:20][OH:21])=[N:4][CH:5]=[C:6]([CH3:8])[CH:7]=1.[F:22][C:23]1[CH:28]=[CH:27][C:26]([C:29]([C:32]2[C:33]([CH:38]=O)=[N:34][CH:35]=[CH:36][CH:37]=2)([CH3:31])[CH3:30])=[CH:25][CH:24]=1.[BH-](OC(C)=O)(OC(C)=O)[O:41]C(C)=O.[Na+]>C(Cl)Cl>[CH3:1][C:2]1[C:3]([CH2:9][N:10]([CH2:11][C:12]2[CH:19]=[CH:18][C:15]([C:16]([NH2:17])=[O:41])=[CH:14][C:13]=2[CH2:20][OH:21])[CH2:38][C:33]2[C:32]([C:29]([C:26]3[CH:25]=[CH:24][C:23]([F:22])=[CH:28][CH:27]=3)([CH3:31])[CH3:30])=[CH:37][CH:36]=[CH:35][N:34]=2)=[N:4][CH:5]=[C:6]([CH3:8])[CH:7]=1 |f:2.3|. Procedure: Using General Procedure B: Reaction of 4-{[(3,5-dimethyl-pyridin-2-ylmethyl)-amino]-methyl}-3-hydroxymethyl-benzonitrile in CH2Cl2 with 3-[1-(4-fluoro-phenyl)-1-methyl-ethyl]-pyridine-2-carbaldehyde and NaBH(OAc)3 gave 4-[((3,5-dimethyl-pyridin-2-ylmethyl)-{3-[1-(4-fluoro-phenyl)-1-methyl-ethyl]-pyridin-2-ylmethyl}-amino)-methyl]-3-hydroxymethyl-benzamide as a white foam. 1H NMR (CDCl3) δ 1.62 (s, 6H), 2.24 (s, 3H), 2.26 (s, 3H), 3.05 (s, 2H), 3.21 (s, 2H), 3.47 (s, 1H), 3.59 (s, 2H), 4.18 (s, 2...